This data is from the Open Reaction Database (ORD), a public repository of structured organic reaction records. The task is: describe an organic reaction: reactants, conditions, products, and yield Procedure details: A solution of dimethyl 2-bromobenzylphosphonate (5.5 g, 18.7 mmol) in THF was added slowly to a mixture of NaH (0.8 g of a 60% mineral oil dispersion, 20 mmol) in THF (75 ml) and ethanol (0.5 ml) and the mixture was stirred for 45 min. A solution of 1-(tert-butyloxycarbonyl)-hexahydro-4 H-azepin-4-one (3.98 g, 18.7 mmol) in THF was added dropwise and the mixture was heated to reflux for 5 hr. The mixture was cooled and quenched with water. The mixture was diluted with ethyl acetate, washed with ... The reactants are BrC1=C(CP(OC)(OC)=O)C=CC=C1 (dimethyl 2-bromobenzylphosphonate), [H-].[Na+] (NaH), C(C)(C)(C)OC(=O)N1CCC(CCC1)=O (1-(tert-butyloxycarbonyl)-hexahydro-4 H-azepin-4-one), C(C)O (ethanol). Product: C(C)(C)(C)OC(=O)N1CCC(CCC1)=CC1=C(C=CC=C1)Br (1-(tert-butoxycarbonyl)-4-[(2-bromophenyl)methylene]-hexahydro4 H-azepine). Run in C1CCOC1 (THF), C1CCOC1 (THF), C1CCOC1 (THF). Reaction SMILES: [Br:1][C:2]1[CH:14]=[CH:13][CH:12]=[CH:11][C:3]=1[CH2:4]P(=O)(OC)OC.[H-].[Na+].C(O)C.[C:20]([O:24][C:25]([N:27]1[CH2:33][CH2:32][CH2:31][C:30](=O)[CH2:29][CH2:28]1)=[O:26])([CH3:23])([CH3:22])[CH3:21]>C1COCC1>[C:20]([O:24][C:25]([N:27]1[CH2:33][CH2:32][CH2:31][C:30](=[CH:4][C:3]2[CH:11]=[CH:12][CH:13]=[CH:14][C:2]=2[Br:1])[CH2:29][CH2:28]1)=[O:26])([CH3:23])([CH3:21])[CH3:22] |f:1.2|. The reactants are O=C1OC(=O)C2=C1CCCC2, CC(C)=O, Nc1ccc(Br)cc1F. The product is O=C(O)C1=C(C(=O)Nc2ccc(Br)cc2F)CCCC1. Reaction SMILES: [C:1]1(=[O:11])[C:2]2=[C:3]([C:4](=[O:5])[O:6]1)[CH2:7][CH2:8][CH2:9][CH2:10]2.[CH3:21][C:22](=[O:23])[CH3:24].[F:12][c:13]1[c:14]([NH2:15])[cH:16][cH:17][c:18]([Br:20])[cH:19]1>>[C:1]([C:2]1=[C:3]([C:4](=[O:5])[NH:15][c:14]2[c:13]([F:12])[cH:19][c:18]([Br:20])[cH:17][cH:16]2)[CH2:7][CH2:8][CH2:9][CH2:10]1)([OH:6])=[O:11]. Reactants: [BH4-], COc1ccc(CC(=O)N(Cc2ccc(C)cc2)C2CCN(C(=O)OC(C)(C)C)CC2)cc1, Cc1ccc(C=O)cc1, CC(=O)OC(C)=O, CCO. Yields the product COc1ccc(CC(=O)N(Cc2ccc(C)cc2)C2CCN(Cc3ccc(C)cc3)CC2)cc1. Reaction SMILES: [BH4-:43].[CH3:1][c:2]1[cH:3][cH:4][c:5]([CH2:8][N:9]([C:10]([CH2:11][c:12]2[cH:13][cH:14][c:15]([O:18][CH3:19])[cH:16][cH:17]2)=[O:20])[CH:21]2[CH2:22][CH2:23][N:24]([C:27]([O:28][C:29]([CH3:30])([CH3:31])[CH3:32])=[O:33])[CH2:25][CH2:26]2)[cH:6][cH:7]1.[CH3:34][c:35]1[cH:36][cH:37][c:38]([CH:39]=[O:40])[cH:41][cH:42]1.[CH3:44][C:45]([O:46][C:47](=[O:48])[CH3:49])=[O:50].[CH3:51][CH2:52][OH:53]>>[CH3:1][c:2]1[cH:3][cH:4][c:5]([CH2:8][N:9]([C:10]([CH2:11][c:12]2[cH:13][cH:14][c:15]([O:18][CH3:19])[cH:16][cH:17]2)=[O:20])[CH:21]2[CH2:22][CH2:23][N:24]([CH2:27][c:38]3[cH:37][cH:36][c:35]([CH3:34])[cH:42][cH:41]3)[CH2:25][CH2:26]2)[cH:6][cH:7]1. Starting materials: FC(C(=O)O)(F)F.C(C)OC(C1=CC=C(C=C1)C=1N=C2SC(=NN2C1)C1=CC=C(C=C1)N1CCC(CC1)OCCCCCOC)=O (4-[2-[4-[4-(5-methoxypentyloxy)-piperidin-1-yl]phenyl]imidazo[2,1-b][1,3,4]thiadiazol-6-yl]benzoic acid ethyl ester trifluoroacetic acid salt), Cl (HCl), [OH-].[Na+] (NaOH), O (water). Solvent: CO (methanol), O1CCCC1 (tetrahydrofuran). Product: COCCCCCOC1CCN(CC1)C1=CC=C(C=C1)C1=NN2C(S1)=NC(=C2)C2=CC=C(C(=O)O)C=C2 (4-[2-[4-[4-(5-methoxypentyloxy)piperidin-1-yl]phenyl]-imidazo[2,1-b][1,3,4]thiadiazol-6-yl]benzoic acid). Isolated yield 81.1%. As a reaction SMILES: FC(F)(F)C(O)=O.C([O:10][C:11](=[O:46])[C:12]1[CH:17]=[CH:16][C:15]([C:18]2[N:19]=[C:20]3[N:24]([CH:25]=2)[N:23]=[C:22]([C:26]2[CH:31]=[CH:30][C:29]([N:32]4[CH2:37][CH2:36][CH:35]([O:38][CH2:39][CH2:40][CH2:41][CH2:42][CH2:43][O:44][CH3:45])[CH2:34][CH2:33]4)=[CH:28][CH:27]=2)[S:21]3)=[CH:14][CH:13]=1)C.[OH-].[Na+].O.Cl>CO.O1CCCC1>[CH3:45][O:44][CH2:43][CH2:42][CH2:41][CH2:40][CH2:39][O:38][CH:35]1[CH2:34][CH2:33][N:32]([C:29]2[CH:28]=[CH:27][C:26]([C:22]3[S:21][C:20]4=[N:19][C:18]([C:15]5[CH:14]=[CH:13][C:12]([C:11]([OH:46])=[O:10])=[CH:17][CH:16]=5)=[CH:25][N:24]4[N:23]=3)=[CH:31][CH:30]=2)[CH2:37][CH2:36]1 |f:0.1,2.3|. Procedure details: To a solution of 4-[2-[4-[4-(5-methoxypentyloxy)-piperidin-1-yl]phenyl]imidazo[2,1-b][1,3,4]thiadiazol-6-yl]benzoic acid ethyl ester trifluoroacetic acid salt (2.01 g) in a mixture of methanol (40 ml) and tetrahydrofuran (20 ml) was added 4N-NaOH (20 ml), and the mixture was refluxed for 6 hours. The reaction mixture was cooled, poured into water (200 ml) and adjusted to pH 2 with conc. HCl. The resulting precipitate was collected by filtration, washed in turn with water, isopropyl alcohol (30 m... Starting materials: C(Cl)C1CO1 (epichlorohydrin), C=1(O)C(O)=CC=CC1 (catechol), C=1(O)C(O)=CC=CC1 (catechol), [OH-].[Na+] (sodium hydroxide). The reagents and catalysts are O (water). Conditions: temperature 40 celsius, time 48 hour. Product: C1(=C(C=CC=C1)OCC(CCl)O)OCC(CCl)O (1,1'-(o-phenylenedioxy)-bis-(3-chloropropan-2-ol)). Isolated yield 82.3%. As a reaction SMILES: [CH2:1]([CH:3]1[O:5][CH2:4]1)[Cl:2].[C:6]1([C:8](=[CH:10][CH:11]=[CH:12][CH:13]=1)[OH:9])[OH:7].[OH-:14].[Na+]>O>[C:8]1([O:9][CH2:4][CH:3]([OH:5])[CH2:1][Cl:2])[CH:10]=[CH:11][CH:12]=[CH:13][C:6]=1[O:7][CH2:4][CH:3]([OH:14])[CH2:1][Cl:2] |f:2.3|. Procedure: 37.0 g. of epichlorohydrin are added under a nitrogen atmosphere to 11.0 g. of catechol. After the catechol is dissolved, a solution of 0.15 g of sodium hydroxide in a few drops of water is added dropwise and the temperature is raised to 40° C. At this temperature the reaction mixture is stirred for 48 hours, after which the remaining epichlorohydrin is distilled off under reduced pressure. The resulting oil is dissolved in chloroform, washed twice with water and distilled. 19.5 g. of 1,1'-(o-ph...